From a dataset of the Open Reaction Database (ORD), a public repository of structured organic reaction records. describe an organic reaction: reactants, conditions, products, and yield Starting materials: CN(CCCO[Si](C)(C)C(C)(C)C)c1nc(Cl)ncc1F, CCO, Cl, O. The product is CN(CCCO)c1nc(Cl)ncc1F. RXN SMILES: [C:1]([Si:2]([CH3:3])([CH3:4])[O:6][CH2:7][CH2:8][CH2:9][N:10]([c:11]1[n:12][c:13]([Cl:18])[n:14][cH:15][c:16]1[F:17])[CH3:19])([CH3:5])([CH3:20])[CH3:21].[CH3:22][CH2:23][OH:24].[ClH:25].[OH2:26]>>[OH:6][CH2:7][CH2:8][CH2:9][N:10]([c:11]1[n:12][c:13]([Cl:18])[n:14][cH:15][c:16]1[F:17])[CH3:19]. The reactants are C=CC1CC1(NC(=O)C1CC(Oc2nc(-c3ccccc3)nc3cc(OC)ccc23)CC1C(=O)OC(C)(C)C)C(=O)OCC, CC[SiH](CC)CC, ClCCl, O=S(=O)(O)C(F)(F)F. Product: C=CC1CC1(NC(=O)C1CC(Oc2nc(-c3ccccc3)nc3cc(OC)ccc23)CC1C(=O)O)C(=O)OCC. RXN SMILES: [C:1]([CH3:2])([CH3:3])([CH3:4])[O:5][C:6](=[O:7])[CH:8]1[CH:9]([C:32]([NH:33][C:34]2([C:39](=[O:40])[O:41][CH2:42][CH3:43])[CH:35]([CH:37]=[CH2:38])[CH2:36]2)=[O:44])[CH2:10][CH:11]([O:13][c:14]2[n:15][c:16](-[c:26]3[cH:27][cH:28][cH:29][cH:30][cH:31]3)[n:17][c:18]3[cH:19][c:20]([O:24][CH3:25])[cH:21][cH:22][c:23]23)[CH2:12]1.[CH2:56]([SiH:57]([CH2:58][CH3:59])[CH2:60][CH3:61])[CH3:62].[Cl:53][CH2:54][Cl:55].[OH:45][S:46]([C:47]([F:48])([F:49])[F:50])(=[O:51])=[O:52]>>[O:5]=[C:6]([OH:7])[CH:8]1[CH:9]([C:32]([NH:33][C:34]2([C:39](=[O:40])[O:41][CH2:42][CH3:43])[CH:35]([CH:37]=[CH2:38])[CH2:36]2)=[O:44])[CH2:10][CH:11]([O:13][c:14]2[n:15][c:16](-[c:26]3[cH:27][cH:28][cH:29][cH:30][cH:31]3)[n:17][c:18]3[cH:19][c:20]([O:24][CH3:25])[cH:21][cH:22][c:23]23)[CH2:12]1. The reactants are [Cl-].[Al+3].[Cl-].[Cl-] (Aluminum chloride), BrCCCCCC(=O)Cl (6-bromohexanoyl chloride), C1(=CC=CC=C1)C (toluene), Ice water, Cl (hydrochloric acid). Run at time 2 hour. Product: BrCCCCCC(=O)C1=CC=C(C=C1)C (6-bromo-1-(4-methylphenyl)-1-hexanone). Reaction SMILES: [Cl-].[Al+3].[Cl-].[Cl-].[Br:5][CH2:6][CH2:7][CH2:8][CH2:9][CH2:10][C:11](Cl)=[O:12].Cl.[C:15]1([CH3:21])[CH:20]=[CH:19][CH:18]=[CH:17][CH:16]=1>>[Br:5][CH2:6][CH2:7][CH2:8][CH2:9][CH2:10][C:11]([C:18]1[CH:19]=[CH:20][C:15]([CH3:21])=[CH:16][CH:17]=1)=[O:12] |f:0.1.2.3|. Procedure: Aluminum chloride (1.3 g) was added to a solution of 6-bromohexanoyl chloride (2 g) in toluene (20 ml) under ice-cooling, and the mixture was stirred at room temperature for 2 hr. Ice water and conc. hydrochloric acid were added to the reaction mixture, and the mixture was extracted with ethyl acetate. The organic layer was washed with water and brine, dried and the solvent was evaporated under reduced pressure to give 2.76 g of 6-bromo-1-(4-methylphenyl)-1-hexanone. Reactants: O=C([O-])O, [Li]CCCC, CN(C)CCS, O=[N+]([O-])c1c(F)c(Cl)cc2c1[nH]c1cnccc12, Cl, [Na+], CN(C)C=O. Product: CN(C)CCSc1c(Cl)cc2c([nH]c3cnccc32)c1[N+](=O)[O-]. RXN SMILES: [C:31](=[O:32])([OH:33])[O-:34].[CH2:26]([Li:27])[CH2:28][CH2:29][CH3:30].[CH3:20][N:21]([CH2:22][CH2:23][SH:24])[CH3:25].[Cl:1][c:2]1[cH:3][c:4]2[c:5]3[cH:6][cH:7][n:8][cH:9][c:10]3[nH:11][c:12]2[c:13]([N+:16](=[O:17])[O-:18])[c:14]1[F:15].[ClH:19].[Na+:35].[O:36]=[CH:37][N:38]([CH3:39])[CH3:40]>>[Cl:1][c:2]1[cH:3][c:4]2[c:5]3[cH:6][cH:7][n:8][cH:9][c:10]3[nH:11][c:12]2[c:13]([N+:16](=[O:17])[O-:18])[c:14]1[S:24][CH2:23][CH2:22][N:21]([CH3:20])[CH3:25]. The reactants are BrCCCC (1-bromobutane), OC1=CC=C(C=O)C=C1 (4-hydroxybenzaldehyde). The product is C(CCC)OC1=CC=C(C=O)C=C1 (4-Butoxybenzaldehyde). RXN SMILES: Br[CH2:2][CH2:3][CH2:4][CH3:5].[OH:6][C:7]1[CH:14]=[CH:13][C:10]([CH:11]=[O:12])=[CH:9][CH:8]=1>>[CH2:2]([O:6][C:7]1[CH:14]=[CH:13][C:10]([CH:11]=[O:12])=[CH:9][CH:8]=1)[CH2:3][CH2:4][CH3:5]. Reported procedure: 4-Butoxybenzaldehyde was prepared according to the method of Example 1, part a, except using 1-bromobutane instead of benzylbromide and using 4-hydroxybenzaldehyde instead of 4-hydroxyacetophenone. Reactants: C(CCC)C1=CC=C(NC2CCN(CC2)CC2=CC(=NC=C2)C2=CC(=C(C(=C2)OC)OC)OC)C=C1 (4-(4-Butylanilino)-1-[[2-(3,4,5-trimethoxyphenyl)pyridin-4-yl]methyl]piperidine), COC=1C=C(C=C(C1OC)OC)C1=CC=C(CCl)C=C1 (4-(3,4,5-trimethoxyphenyl)benzyl chloride). Yields the product Cl.Cl.C(CCC)C1=CC=C(C=C1)N(CC1=CC=C(C=C1)C1=CC(=C(C(=C1)OC)OC)OC)C1CCN(CC1)CC1=CC(=NC=C1)C1=CC(=C(C(=C1)OC)OC)OC (4-[N-(4-Butylphenyl)-N-[4-(3,4,5-trimethoxyphenyl)benzyl]amino]-1-[[2-(3,4,5-trimethoxyphenyl)pyridin-4-yl]methyl]piperidine Dihydrochloride). RXN SMILES: [CH2:1]([C:5]1[CH:36]=[CH:35][C:8]([NH:9][CH:10]2[CH2:15][CH2:14][N:13]([CH2:16][C:17]3[CH:22]=[CH:21][N:20]=[C:19]([C:23]4[CH:28]=[C:27]([O:29][CH3:30])[C:26]([O:31][CH3:32])=[C:25]([O:33][CH3:34])[CH:24]=4)[CH:18]=3)[CH2:12][CH2:11]2)=[CH:7][CH:6]=1)[CH2:2][CH2:3][CH3:4].[CH3:37][O:38][C:39]1[CH:40]=[C:41]([C:49]2[CH:56]=[CH:55][C:52]([CH2:53][Cl:54])=[CH:51][CH:50]=2)[CH:42]=[C:43]([O:47][CH3:48])[C:44]=1[O:45][CH3:46]>>[ClH:54].[ClH:54].[CH2:1]([C:5]1[CH:6]=[CH:7][C:8]([N:9]([CH:10]2[CH2:11][CH2:12][N:13]([CH2:16][C:17]3[CH:22]=[CH:21][N:20]=[C:19]([C:23]4[CH:28]=[C:27]([O:29][CH3:30])[C:26]([O:31][CH3:32])=[C:25]([O:33][CH3:34])[CH:24]=4)[CH:18]=3)[CH2:14][CH2:15]2)[CH2:53][C:52]2[CH:55]=[CH:56][C:49]([C:41]3[CH:42]=[C:43]([O:47][CH3:48])[C:44]([O:45][CH3:46])=[C:39]([O:38][CH3:37])[CH:40]=3)=[CH:50][CH:51]=2)=[CH:35][CH:36]=1)[CH2:2][CH2:3][CH3:4] |f:2.3.4|. Reported procedure: 4-(4-Butylanilino)-1-[[2-(3,4,5-trimethoxyphenyl)pyridin-4-yl]methyl]piperidine (147 mg) and 4-(3,4,5-trimethoxyphenyl)benzyl chloride (114 mg) were condensed in the same manner as described in Example 9. The title compound was obtained as yellow powder after converting a free base to a dihydrochloride. Reactants: COC(=O)C1CCC(c2cc(O)n3nccc3n2)CC1, CN(C)c1ccccc1, O=P(Cl)(Cl)Cl. The product is COC(=O)C1CCC(c2cc(Cl)n3nccc3n2)CC1. As a reaction SMILES: [CH3:1][O:2][C:3](=[O:4])[CH:5]1[CH2:6][CH2:7][CH:8]([c:11]2[n:12][c:13]3[n:14]([c:15]([OH:17])[cH:16]2)[n:18][cH:19][cH:20]3)[CH2:9][CH2:10]1.[CH3:21][N:22]([c:23]1[cH:24][cH:25][cH:26][cH:27][cH:28]1)[CH3:29].[P:30]([Cl:31])([Cl:32])([Cl:33])=[O:34]>>[CH3:1][O:2][C:3](=[O:4])[CH:5]1[CH2:6][CH2:7][CH:8]([c:11]2[n:12][c:13]3[n:14]([c:15]([Cl:32])[cH:16]2)[n:18][cH:19][cH:20]3)[CH2:9][CH2:10]1. Starting materials: CN(C)C=O, CCCNC(=O)NOc1cc(Cl)ccc1Cl, O. RXN SMILES: [CH3:18][N:19]([CH:20]=[O:21])[CH3:22].[Cl:1][c:2]1[c:3]([O:4][NH:5][C:6]([NH:7][CH2:8][CH2:9][CH3:10])=[O:11])[cH:12][c:13]([Cl:16])[cH:14][cH:15]1.[OH2:17]>>[Cl:1][c:2]1[c:3]([O:4][N:5]([C:6]([NH:7][CH2:8][CH2:9][CH3:10])=[O:11])[CH2:20][OH:21])[cH:12][c:13]([Cl:16])[cH:14][cH:15]1. Yields the product CCCNC(=O)N(CO)Oc1cc(Cl)ccc1Cl. Starting materials: Cl (Hydrogen chloride), N1=C(NC2=C1C=CC=C2)CCC(=O)O (2-benzimidazole-propionic acid), C(C)O (ethanol). Yields the product N1C(=NC2=C1C=CC=C2)CCC(=O)OCC (Ethyl 3-(1H-benzimidazol-2-yl)-propionate). Reaction SMILES: Cl.[N:2]1[C:6]2[CH:7]=[CH:8][CH:9]=[CH:10][C:5]=2[NH:4][C:3]=1[CH2:11][CH2:12][C:13]([OH:15])=[O:14].[CH2:16](O)[CH3:17]>>[NH:2]1[C:6]2[CH:7]=[CH:8][CH:9]=[CH:10][C:5]=2[N:4]=[C:3]1[CH2:11][CH2:12][C:13]([O:15][CH2:16][CH3:17])=[O:14]. Procedure details: Hydrogen chloride gas is introduced into a suspension of 10 g (52.5 mmol) of 2-benzimidazole-propionic acid refluxing in 250 ml absolute ethanol over 1 hour. Then the mixture is concentrated by evaporation, the residue is dissolved in water and made alkaline with concentrated ammonia. Then it is extracted with ethyl acetate, the combined organic extracts are washed with water, dried and concentrated by evaporation.